This data is from the Open Reaction Database (ORD), a public repository of structured organic reaction records. The task is: describe an organic reaction: reactants, conditions, products, and yield Starting materials: O (Water), ClC1=C(C=C(C=C1)O)C(F)(F)F (4-Chloro-3-(trifluoromethyl)phenol), FC1=CC=C(C(=O)OC)C=C1 (methyl 4-fluorobenzoate), C([O-])([O-])=O.[K+].[K+] (potassium carbonate). Run in CS(=O)C (dimethylsulfoxide). Run at temperature 130 celsius, time 17 hour. Product: ClC1=C(C=C(OC2=CC=C(C(=O)OC)C=C2)C=C1)C(F)(F)F (Methyl 4-[4-chloro-3-(trifluoromethyl)phenoxy]benzoate). Yield: 95.8%. Reaction SMILES: [Cl:1][C:2]1[CH:7]=[CH:6][C:5]([OH:8])=[CH:4][C:3]=1[C:9]([F:12])([F:11])[F:10].F[C:14]1[CH:23]=[CH:22][C:17]([C:18]([O:20][CH3:21])=[O:19])=[CH:16][CH:15]=1.C(=O)([O-])[O-].[K+].[K+].O>CS(C)=O>[Cl:1][C:2]1[CH:7]=[CH:6][C:5]([O:8][C:14]2[CH:23]=[CH:22][C:17]([C:18]([O:20][CH3:21])=[O:19])=[CH:16][CH:15]=2)=[CH:4][C:3]=1[C:9]([F:10])([F:11])[F:12] |f:2.3.4|. Procedure details: 4-Chloro-3-(trifluoromethyl)phenol (1.19 g, 6.06 mmol), methyl 4-fluorobenzoate (0.934 g, 6.06 mmol) and potassium carbonate (2.51 g, 18.2 mmol) were stirred in dimethylsulfoxide (10 mL) at 120° C. overnight under an atmosphere of nitrogen. The temperature was then increased to 130° C. and the reaction mixture stirred for a further 17 hours. The reaction mixture was cooled to room temperature. Water (100 mL) was added and the mixture extracted with ethyl acetate (3×50 mL). The combined organic p...